This data is from the Open Reaction Database (ORD), a public repository of structured organic reaction records. The task is: describe an organic reaction: reactants, conditions, products, and yield Starting materials: CC(C)(C)O, Cc1cccc(C)c1N1CC(C(=O)O)CC1=O, CN(C)c1ccncc1, O=C(Cl)c1c(Cl)cc(Cl)cc1Cl, ClCCl. Product: Cc1cccc(C)c1N1CC(C(=O)OC(C)(C)C)CC1=O. As a reaction SMILES: [CH3:18][C:19]([CH3:20])([CH3:21])[OH:22].[CH3:1][c:2]1[c:3]([N:9]2[CH2:10][CH:11]([C:15](=[O:16])[OH:17])[CH2:12][C:13]2=[O:14])[c:4]([CH3:8])[cH:5][cH:6][cH:7]1.[CH3:35][N:36]([c:37]1[cH:38][cH:39][n:40][cH:41][cH:42]1)[CH3:43].[Cl:23][c:24]1[cH:25][c:26]([Cl:27])[cH:28][c:29]([Cl:30])[c:31]1[C:32]([Cl:33])=[O:34].[Cl:44][CH2:45][Cl:46]>>[CH3:1][c:2]1[c:3]([N:9]2[CH2:10][CH:11]([C:15](=[O:16])[O:17][C:19]([CH3:18])([CH3:20])[CH3:21])[CH2:12][C:13]2=[O:14])[c:4]([CH3:8])[cH:5][cH:6][cH:7]1. RXN SMILES: [Br:13][c:14]1[cH:15][c:16]2[c:17]([n:18][cH:19]1)[o:20][c:21](-[c:23]1[cH:24][cH:25][c:26]([F:29])[cH:27][cH:28]1)[cH:22]2.[C:1](=[O:2])([OH:3])[c:4]1[cH:5][c:6]([B:10]([OH:11])[OH:12])[cH:7][cH:8][cH:9]1.[C:30](=[O:31])([O-:32])[O-:33].[CH3:36][CH2:37][O:38][CH2:39][CH3:40].[Cs+:34].[Cs+:35].[O:41]1[CH2:42][CH2:43][O:44][CH2:45][CH2:46]1.[OH2:47].[cH:48]1[cH:49][cH:50][c:51]([P:52]([Pd:53]([P:54]([c:55]2[cH:56][cH:57][cH:58][cH:59][cH:60]2)([c:61]2[cH:62][cH:63][cH:64][cH:65][cH:66]2)[c:67]2[cH:68][cH:69][cH:70][cH:71][cH:72]2)([P:73]([c:74]2[cH:75][cH:76][cH:77][cH:78][cH:79]2)([c:80]2[cH:81][cH:82][cH:83][cH:84][cH:85]2)[c:86]2[cH:87][cH:88][cH:89][cH:90][cH:91]2)[P:92]([c:93]2[cH:94][cH:95][cH:96][cH:97][cH:98]2)([c:99]2[cH:100][cH:101][cH:102][cH:103][cH:104]2)[c:105]2[cH:106][cH:107][cH:108][cH:109][cH:110]2)([c:111]2[cH:112][cH:113][cH:114][cH:115][cH:116]2)[c:117]2[cH:118][cH:119][cH:120][cH:121][cH:122]2)[cH:123][cH:124]1>>[C:1](=[O:2])([OH:3])[c:4]1[cH:5][c:6](-[c:14]2[cH:15][c:16]3[c:17]([n:18][cH:19]2)[o:20][c:21](-[c:23]2[cH:24][cH:25][c:26]([F:29])[cH:27][cH:28]2)[cH:22]3)[cH:7][cH:8][cH:9]1. The product is O=C(O)c1cccc(-c2cnc3oc(-c4ccc(F)cc4)cc3c2)c1. Starting materials: Fc1ccc(-c2cc3cc(Br)cnc3o2)cc1, O=C(O)c1cccc(B(O)O)c1, O=C([O-])[O-], CCOCC, [Cs+], [Cs+], C1COCCO1, O, c1ccc(P(c2ccccc2)(c2ccccc2)[Pd](P(c2ccccc2)(c2ccccc2)c2ccccc2)(P(c2ccccc2)(c2ccccc2)c2ccccc2)P(c2ccccc2)(c2ccccc2)c2ccccc2)cc1. Starting materials: [BH4-], CCO, CC1CC2=CC(=O)CCC2C2C(F)CC3(C)C(=O)CCC3C12, [Na+], C1CCOC1, O. Yields the product CC1CC2=CC(=O)CCC2C2C(F)CC3(C)C(O)CCC3C12. Reaction SMILES: [BH4-:23].[CH3:30][CH2:31][OH:32].[F:1][CH:2]1[CH:3]2[CH:4]3[CH2:5][CH2:6][C:7](=[O:22])[CH:8]=[C:9]3[CH2:10][CH:11]([CH3:21])[CH:12]2[CH:13]2[CH2:14][CH2:15][C:16](=[O:20])[C:17]2([CH3:18])[CH2:19]1.[Na+:24].[O:25]1[CH2:26][CH2:27][CH2:28][CH2:29]1.[OH2:33]>>[F:1][CH:2]1[CH:3]2[CH:4]3[CH2:5][CH2:6][C:7](=[O:22])[CH:8]=[C:9]3[CH2:10][CH:11]([CH3:21])[CH:12]2[CH:13]2[CH2:14][CH2:15][CH:16]([OH:20])[C:17]2([CH3:18])[CH2:19]1. Starting materials: C(C1=CC=CC=C1)NC(C1=CC=CC=C1)=C1OC(=O)C2=CC=CC=C12 (α-benzylamino-benzylidenephthalide), alkali hydroxide, B.[Na] (sodium boron hydride), Cl (hydrochloric acid). Run in O1CCOCC1 (dioxane), O (water). The product is [Cl-].C(C1=CC=CC=C1)NC(C1=CC=CC=C1)C1OC(=O)C2=CC=CC=C12 (1-benzylamino-1-phthalidyl-1-phenylmethane chloride). The yield is 65.0%. As a reaction SMILES: [CH2:1]([NH:8][C:9](=[C:16]1[C:25]2[C:20](=[CH:21][CH:22]=[CH:23][CH:24]=2)[C:18](=[O:19])[O:17]1)[C:10]1[CH:15]=[CH:14][CH:13]=[CH:12][CH:11]=1)[C:2]1[CH:7]=[CH:6][CH:5]=[CH:4][CH:3]=1.B.[Na].[ClH:28]>O1CCOCC1.O>[Cl-:28].[CH2:1]([NH:8][CH:9]([CH:16]1[C:25]2[C:20](=[CH:21][CH:22]=[CH:23][CH:24]=2)[C:18](=[O:19])[O:17]1)[C:10]1[CH:15]=[CH:14][CH:13]=[CH:12][CH:11]=1)[C:2]1[CH:3]=[CH:4][CH:5]=[CH:6][CH:7]=1 |f:1.2,6.7,^1:26|. Procedure: 4.90 g (0.015 mole) of α-benzylamino-benzylidenephthalide (R = C6H5 ; R' = H; R" =C6H5CH2 ; X = H) is dissolved in 40 ml of absolute dioxane, and dry hydrogen chloride is bubbled through the solution. 10 to 15 minutes of this procedure causes the dioxane solution to grow turbid, with fine crystals precipitating out. 2.84 g (0.075 mole) of sodium boron hydride is added to this suspension. The solution is maintained at room temperature for 2 days, after which the excess of the reducing agent is de... Starting materials: [H-].[Al+3].[Li+].[H-].[H-].[H-] (lithium aluminum hydride), O1CCCC1 (tetrahydrofuran), [F-].[Na+] (sodium fluoride), O (water), C(C1=CC=CC=C1)(C1=CC=CC=C1)(C1=CC=CC=C1)N1CCN2N=CC(=C21)CCC(=O)N (3-(1-trityl-2,3-dihydro-1H-imidazo[1,2-b]pyrazol-7-yl)propanamide). Run at time 2.5 hour. The product is C(C1=CC=CC=C1)(C1=CC=CC=C1)(C1=CC=CC=C1)N1CCN2N=CC(=C21)CCCNC=O (3-(1-trityl-2,3-dihydro-1H-imidazo[1,2-b]pyrazol-7-yl)propylformamide). Reaction SMILES: [H-].[Al+3].[Li+].[H-].[H-].[H-].[C:7]([N:26]1[C:33]2[N:29]([N:30]=[CH:31][C:32]=2[CH2:34][CH2:35][C:36]([NH2:38])=O)[CH2:28][CH2:27]1)([C:20]1[CH:25]=[CH:24][CH:23]=[CH:22][CH:21]=1)([C:14]1[CH:19]=[CH:18][CH:17]=[CH:16][CH:15]=1)[C:8]1[CH:13]=[CH:12][CH:11]=[CH:10][CH:9]=1.[F-].[Na+].[OH2:41].O1CCC[CH2:43]1>>[C:7]([N:26]1[C:33]2[N:29]([N:30]=[CH:31][C:32]=2[CH2:34][CH2:35][CH2:36][NH:38][CH:43]=[O:41])[CH2:28][CH2:27]1)([C:20]1[CH:25]=[CH:24][CH:23]=[CH:22][CH:21]=1)([C:14]1[CH:19]=[CH:18][CH:17]=[CH:16][CH:15]=1)[C:8]1[CH:13]=[CH:12][CH:11]=[CH:10][CH:9]=1 |f:0.1.2.3.4.5,7.8|. Reported procedure: To a suspension of lithium aluminum hydride (1.8 g) in tetrahydrofuran (200 ml) was added 3-(1-trityl-2,3-dihydro-1H-imidazo[1,2-b]pyrazol-7-yl)propanamide (10 g) at room temperature. The mixture was stirred at room temperature for 2.5 hours. After cooling on an ice bath, sodium fluoride (7.95 g) and water (3.4 ml) were added to the reaction mixture. The insoluble materials were removed by filtration. To the filtrate was added ethyl formate, and the mixture was refluxed for 24 hours. After evapo...